Dataset: the Open Reaction Database (ORD), a public repository of structured organic reaction records. Task: describe an organic reaction: reactants, conditions, products, and yield The reactants are [BH4-].[Na+] (NaBH4), N#N (N2), ice, CC1(OCCO1)C=1C=C(C=O)C=CC1 (3-(2-methyl-[1,3]dioxolan-2-yl)-benzaldehyde), O (Water). The solvent is CO (MeOH). Reaction conditions: time 1 hour. Yields the product CC1(OCCO1)C=1C=C(C=CC1)CO ([3-(2-Methyl-[1,3]dioxolan-2-yl)-phenyl]-methanol). Reaction SMILES: N#N.[CH3:3][C:4]1([C:9]2[CH:10]=[C:11]([CH:14]=[CH:15][CH:16]=2)[CH:12]=[O:13])[O:8][CH2:7][CH2:6][O:5]1.[BH4-].[Na+].O>CO>[CH3:3][C:4]1([C:9]2[CH:10]=[C:11]([CH2:12][OH:13])[CH:14]=[CH:15][CH:16]=2)[O:5][CH2:6][CH2:7][O:8]1 |f:2.3|. Procedure: In a flame dried round-bottomed flask equipped with a magnetic stir bar and under inert atmosphere (N2), to a ice-cold solution of 3-(2-methyl-[1,3]dioxolan-2-yl)-benzaldehyde (896 mg, 4.66 mmol) in MeOH (10.0 mL) was added NaBH4 (228 mg, 5.79 mmol in four equal portion). The reaction mixture was then stirred for 1 h at rt. Water was added and the mixture was extracted twice with EA. The combined org. extracts were washed with brine, dried over Na2SO4, filtered, and the solvent was removed under... Starting materials: C(C)(C)(C)OC(=O)NCC1CCN(CC1)CCCCCNC(=O)C1=CN(C2=CC=CC=C12)C (N-(5-(4-tert-Butoxycarbonylaminomethylpiperidin-1-yl)pentyl)-1-methyl-1 H-indole-3-carboxamide), Cl.O1CCOCC1 (hydrochloric acid dioxane). Run at temperature 0 celsius, time 1 hour. Yields the product NC1=CC(=C(C(=O)NCC2CCN(CC2)CCCCCNC(=O)C2=CN(C3=CC=CC=C23)C)C=C1Cl)OC (N-(5-(4 -(4-amino-5-chloro-2-methoxybenzoylaminomethyl)piperidin-1-yl)pentyl)-l-methyl-1 H-indole-3-carboxamide). RXN SMILES: C(O[C:6]([NH:8][CH2:9][CH:10]1[CH2:15][CH2:14][N:13]([CH2:16][CH2:17][CH2:18][CH2:19][CH2:20][NH:21][C:22]([C:24]2[C:32]3[C:27](=[CH:28][CH:29]=[CH:30][CH:31]=3)[N:26]([CH3:33])[CH:25]=2)=[O:23])[CH2:12][CH2:11]1)=[O:7])(C)(C)C.[ClH:34].O1[CH2:40][CH2:39][O:38][CH2:37]C1>>[NH2:26][C:27]1[C:28]([Cl:34])=[CH:29][C:40]([C:6]([NH:8][CH2:9][CH:10]2[CH2:11][CH2:12][N:13]([CH2:16][CH2:17][CH2:18][CH2:19][CH2:20][NH:21][C:22]([C:24]3[C:32]4[C:27](=[CH:28][CH:29]=[CH:30][CH:31]=4)[N:26]([CH3:33])[CH:25]=3)=[O:23])[CH2:14][CH2:15]2)=[O:7])=[C:39]([O:38][CH3:37])[CH:32]=1 |f:1.2|. Procedure: N-(5-(4-tert-Butoxycarbonylaminomethylpiperidin-1-yl)pentyl)-1-methyl-1 H-indole-3-carboxamide (1.12 g) was dissolved in 4N hydrochloric acid-dioxane solution (30 ml) and the mixture was stood at room temperature for 1 hr. The reaction mixture was concentrated under reduced pressure. Dimethylformamide (30 ml) was added to the residue and the mixture was neutralized with triethylamine (0.68 ml). 4-Amino-5-chloro-2-methoxybenzoic acid (0.49 g) and 1-hydroxybenzotriazole (0.36 g) were added thereto... Starting materials: C1COCCO1, CN1CCNC(=O)C1, CNC1CCCCC1NC, [Cu]I, O=[N+]([O-])c1cccc(I)c1, [K+], [K+], [K+], O=P([O-])([O-])[O-]. The product is CN1CCN(c2cccc([N+](=O)[O-])c2)C(=O)C1. Reaction SMILES: [CH2:39]1[O:40][CH2:41][CH2:42][O:43][CH2:44]1.[CH3:11][N:12]1[CH2:13][C:14](=[O:18])[NH:15][CH2:16][CH2:17]1.[CH3:19][NH:20][CH:21]1[CH2:22][CH2:23][CH2:24][CH2:25][CH:26]1[NH:27][CH3:28].[Cu:37][I:38].[I:1][c:2]1[cH:3][c:4]([N+:8](=[O:9])[O-:10])[cH:5][cH:6][cH:7]1.[K+:34].[K+:35].[K+:36].[P:29]([O-:30])([O-:31])([O-:32])=[O:33]>>[c:2]1([N:15]2[C:14](=[O:18])[CH2:13][N:12]([CH3:11])[CH2:17][CH2:16]2)[cH:3][c:4]([N+:8](=[O:9])[O-:10])[cH:5][cH:6][cH:7]1. Reactants: solution, C(CCC)[Li] (butyllithium), CC1([C@@H]([C@@H]1C=C(Br)Br)C(=O)OC(C)(C)C)C (tert-butyl (1R,cis) 2,2-dimethyl-3-(2,2-dibromovinyl)-cyclopropane-1-carboxylate), ClC(=O)OCCC (n-propyl chloroformate), P(=O)([O-])(O)O.[Na+] (monosodium phosphate). Conditions: temperature -115 celsius, time 15 minute. Reaction SMILES: C([Li])CCC.[CH3:6][C:7]1([CH3:21])[C@@H:9]([CH:10]=[C:11]([Br:13])Br)[C@H:8]1[C:14]([O:16][C:17]([CH3:20])([CH3:19])[CH3:18])=[O:15].Cl[C:23]([O:25][CH2:26][CH2:27][CH3:28])=[O:24].P(O)(O)([O-])=O.[Na+]>CCCCCC.O1CCCC1.CCOCC>[CH3:21][C:7]1([CH3:6])[C@@H:9](/[CH:10]=[C:11](\[Br:13])/[C:23]([O:25][CH2:26][CH2:27][CH3:28])=[O:24])[C@H:8]1[C:14]([O:16][C:17]([CH3:20])([CH3:19])[CH3:18])=[O:15] |f:3.4|. Run in CCCCCC (hexane), O1CCCC1 (tetrahydrofuran), CCOCC (ether). Reported procedure: 50 ml of a solution of 16N butyllithium in hexane were added over 25 minutes at -115° C. to a solution of 28.3 g of tert-butyl (1R,cis) 2,2-dimethyl-3-(2,2-dibromovinyl)-cyclopropane-1-carboxylate in 120 ml of tetrahydrofuran and 120 ml of ether and after stirring the mixture at -115° C. for 15 minutes, 10 ml of n-propyl chloroformate were progressively added thereto. The mixture was stirred at -115° C. for 20 minutes, at -65° C. for one hour and was poured into an aqueous monosodium phosphate s... Yields the product CC1([C@@H]([C@@H]1\C=C(\C(=O)OCCC)/Br)C(=O)OC(C)(C)C)C (tert.-butyl (1R,cis) 2,2-dimethyl-3(Z)-[2-bromo-2-propyloxycarbonyl-ethenyl]-cyclopropane-1-carboxylate).